describe an organic reaction: reactants, conditions, products, and yield From a dataset of the Open Reaction Database (ORD), a public repository of structured organic reaction records. The reactants are C(C1=CC=CC=C1)C1=NC2=CC=CC=C2N=C1 (2-benzylquinoxaline), RuCl[(R)-daipena][(R)-dm-segphos], KO(t-Bu). The solvent is C1(=CC=CC=C1)C (toluene). Run at temperature 40 celsius, time 29 hour. Yields the product C(C1=CC=CC=C1)[C@@H]1NC2=CC=CC=C2NC1 ((S)-2-benzyl-1,2,3,4-tetrahydroquinoxaline). Isolated yield 96.4%. RXN SMILES: [CH2:1]([C:8]1[CH:17]=[N:16][C:15]2[C:10](=[CH:11][CH:12]=[CH:13][CH:14]=2)[N:9]=1)[C:2]1[CH:7]=[CH:6][CH:5]=[CH:4][CH:3]=1>C1(C)C=CC=CC=1>[CH2:1]([C@H:8]1[CH2:17][NH:16][C:15]2[C:10](=[CH:11][CH:12]=[CH:13][CH:14]=2)[NH:9]1)[C:2]1[CH:3]=[CH:4][CH:5]=[CH:6][CH:7]=1. Reported procedure: To an argon-purged pressure-resistant glass vessel (100 mL) equipped with a magnetic stir bar, RuCl[(R)-daipena][(R)-dm-segphos] (1.1 mg, 0.94 μmol) and KO(t-Bu) (5.4 mg, 0.048 mmol) were added, and the vessel was purged with argon again. To this vessel, a toluene (0.9 mL) solution containing 2-benzylquinoxaline (207.4 mg, 0.942 mmol) and being degassed by the freeze-pump-thaw technique in advance was added by pressure transfer using a cannula. An operation in which hydrogen was introduced into ... The reactants are C1=CC=C(C(=C1)CBr)C#N (a-bromo-o-tolunitrile), C(=O)(OC)C1=C2C=3C(CCCC3NC2=CC=C1)=O (5-carbomethoxy-1,2-dihydro-9H-carbazol-4(3H)-one), resultant mixture. Solvent: C(C)(=O)OCC (ethyl acetate), CN(C)C=O (DMF). Run at time 10 minute. Yields the product C(#N)C1=C(C=CC=C1)CN1C2=CC=CC(=C2C=2C(CCCC12)=O)C(=O)OC (9-[(2-cyanophenyl)methyl]-5-carbomethoxy-1,2-dihydrocarbazol-4(3H)-one). Isolated yield 91.4%. Reaction SMILES: [C:1]([C:5]1[CH:17]=[CH:16][CH:15]=[C:14]2[C:6]=1[C:7]1[C:8](=[O:18])[CH2:9][CH2:10][CH2:11][C:12]=1[NH:13]2)([O:3][CH3:4])=[O:2].[CH:19]1[CH:24]=[C:23]([CH2:25]Br)[C:22]([C:27]#[N:28])=[CH:21][CH:20]=1>CN(C=O)C.C(OCC)(=O)C>[C:27]([C:22]1[CH:21]=[CH:20][CH:19]=[CH:24][C:23]=1[CH2:25][N:13]1[C:12]2[CH2:11][CH2:10][CH2:9][C:8](=[O:18])[C:7]=2[C:6]2[C:14]1=[CH:15][CH:16]=[CH:17][C:5]=2[C:1]([O:3][CH3:4])=[O:2])#[N:28]. Procedure: 40% Methanolic Triton B (2.18 mL, 4.8 mM) was slowly added dropwise to a solution of 5-carbomethoxy-1,2-dihydro-9H-carbazol-4(3H)-one (973 mg, 4.0 mM) in 10 mL of DMF at 25° C. After 10 minutes, a-bromo-o-tolunitrile (1.0 g, 5.0 mM) was added and the resultant mixture stirred at room temperature for 30 hours. The mixture was diluted with ethyl acetate, washed five times with H2O, 1 N HCl, H2O, sat NaHCO3, H2O, and saturated brine, dried over anhydrous magnesium sulfate, filtered, concentrated. T... The yield is 54.5%. The product is COC=1C=C2C(N(C=NC2=CC1OCCN1CCCC1)COC(C(C)(C)C)=O)=O (6-methoxy-3-((pivaloyloxy)methyl)-7-(2-(pyrrolidin-1-yl)ethoxy)-3,4-dihydroquinazolin-4-one). Procedure: Diethyl azodicarboxylate (566 mg, 3.25 mmol) was added dropwise to a solution of 7-hydroxy-6-methoxy-3-((pivaloyloxy)methyl)-3,4-dihydroquinazolin-4-one (765 mg, 2.5 mmol), (prepared as described for the starting material in Example 22), 1-(2-hydroxyethyl)pyrrolidine (374 mg, 3.25 mmol) and triphenylphosphine (851 mg, 3.25 mmol) in methylene chloride (15 ml). The mixture was stirred for 1 hour at ambient temperature and further triphenylphosphine (861 mg, 3.25 mmol) followed by diethyl azodicarb... Reaction conditions: time 1 hour. The solvent is C(Cl)Cl (methylene chloride). Reaction SMILES: N(C(OCC)=O)=NC(OCC)=O.[OH:13][C:14]1[CH:23]=[C:22]2[C:17]([C:18](=[O:32])[N:19]([CH2:24][O:25][C:26](=[O:31])[C:27]([CH3:30])([CH3:29])[CH3:28])[CH:20]=[N:21]2)=[CH:16][C:15]=1[O:33][CH3:34].O[CH2:36][CH2:37][N:38]1[CH2:42][CH2:41][CH2:40][CH2:39]1.C1(P(C2C=CC=CC=2)C2C=CC=CC=2)C=CC=CC=1>C(Cl)Cl>[CH3:34][O:33][C:15]1[CH:16]=[C:17]2[C:22](=[CH:23][C:14]=1[O:13][CH2:36][CH2:37][N:38]1[CH2:42][CH2:41][CH2:40][CH2:39]1)[N:21]=[CH:20][N:19]([CH2:24][O:25][C:26](=[O:31])[C:27]([CH3:28])([CH3:29])[CH3:30])[C:18]2=[O:32]. Starting materials: C1(=CC=CC=C1)P(C1=CC=CC=C1)C1=CC=CC=C1 (triphenylphosphine), N(=NC(=O)OCC)C(=O)OCC (Diethyl azodicarboxylate), OC1=C(C=C2C(N(C=NC2=C1)COC(C(C)(C)C)=O)=O)OC (7-hydroxy-6-methoxy-3-((pivaloyloxy)methyl)-3,4-dihydroquinazolin-4-one), C1(=CC=CC=C1)P(C1=CC=CC=C1)C1=CC=CC=C1 (triphenylphosphine), OCCN1CCCC1 (1-(2-hydroxyethyl)pyrrolidine), N(=NC(=O)OCC)C(=O)OCC (diethyl azodicarboxylate). The reactants are C(C1=CC=CC=C1)OC([C@H](CCC(=O)OCC1=CC=CC=C1)NC(COC(C1=CC(=C(C=C1)NC(=O)[C@@H]1N[C@H]([C@]([C@H]1C1=C(C(=CC=C1)Cl)F)(C#N)C1=C(C=C(C=C1)Cl)F)CC(C)(C)C)OC)=O)=O)=O ((S)-2-[2-(4-{[(2R,3S,4R,5S)-4-(4-chloro-2-fluoro-phenyl)-3-(3-chloro-2-fluoro-phenyl)-4-cyano-5-(2,2-dimethyl-propyl)-pyrrolidine-2-carbonyl]-amino}-3-methoxy-benzoyloxy)-acetylamino]-pentanedioic acid dibenzyl ester). Reagents/catalysts: [Pd] (palladium on carbon). Run in C(C)(C)O (isopropanol). Conditions: time 30 minute. Yields the product ClC1=CC(=C(C=C1)[C@@]1([C@H]([C@@H](N[C@H]1CC(C)(C)C)C(=O)NC1=C(C=C(C(=O)OCC(=O)N[C@H](C(=O)O)CCC(=O)O)C=C1)OC)C1=C(C(=CC=C1)Cl)F)C#N)F ((S)-2-[2-(4-{[(2R,3S,4R,5S)-4-(4-chloro-2-fluoro-phenyl)-3-(3-chloro-2-fluoro-phenyl)-4-cyano-5-(2,2-dimethyl-propyl)-pyrrolidine-2-carbonyl]-amino}-3-methoxy-benzoyloxy)-acetylamino]-pentanedioic acid), product. Yield: 33.0%. RXN SMILES: C([O:8][C:9](=[O:69])[C@@H:10]([NH:23][C:24](=[O:68])[CH2:25][O:26][C:27](=[O:67])[C:28]1[CH:33]=[CH:32][C:31]([NH:34][C:35]([C@H:37]2[C@H:41]([C:42]3[CH:47]=[CH:46][CH:45]=[C:44]([Cl:48])[C:43]=3[F:49])[C@:40]([C:52]3[CH:57]=[CH:56][C:55]([Cl:58])=[CH:54][C:53]=3[F:59])([C:50]#[N:51])[C@H:39]([CH2:60][C:61]([CH3:64])([CH3:63])[CH3:62])[NH:38]2)=[O:36])=[C:30]([O:65][CH3:66])[CH:29]=1)[CH2:11][CH2:12][C:13]([O:15]CC1C=CC=CC=1)=[O:14])C1C=CC=CC=1>[Pd].C(O)(C)C>[Cl:58][C:55]1[CH:56]=[CH:57][C:52]([C@@:40]2([C:50]#[N:51])[C@H:39]([CH2:60][C:61]([CH3:62])([CH3:64])[CH3:63])[NH:38][C@@H:37]([C:35]([NH:34][C:31]3[CH:32]=[CH:33][C:28]([C:27]([O:26][CH2:25][C:24]([NH:23][C@@H:10]([CH2:11][CH2:12][C:13]([OH:15])=[O:14])[C:9]([OH:69])=[O:8])=[O:68])=[O:67])=[CH:29][C:30]=3[O:65][CH3:66])=[O:36])[C@@H:41]2[C:42]2[CH:47]=[CH:46][CH:45]=[C:44]([Cl:48])[C:43]=2[F:49])=[C:53]([F:59])[CH:54]=1. Procedure: In a 25 mL three-necked flask, (S)-dibenzyl 2-(2-(4-((2R,3S,4R,5S)-3-(3-chloro-2-fluorophenyl)-4-(4-chloro-2-fluorophenyl)-4-cyano-5-neopentylpyrrolidine-2-carboxamido)-3-methoxybenzoyloxy)acetamido)pentanedioate (Example 70, 61 mg, 62.0 μmol) was combined with isopropanol (5 mL) at room temperature. Then palladium on carbon (33.0 mg, 31.0 μmol) was added. The flask was flushed with nitrogen, and then replaced with hydrogen. It was stirred at room temperature under hydrogen balloon. After 30 min... Starting materials: Cl.CC1(CNCC1)O (3-methylpyrrolidin-3-ol hydrochloride), C([O-])([O-])=O.[K+].[K+] (potassium carbonate), FC=1C=C(CBr)C=C(C1)F (3,5-difluorobenzyl bromide), Cl.CC1(CNCC1)O (3-methylpyrrolidin-3-ol hydrochloride). Run in C(C)#N (acetonitrile), C(C)#N (acetonitrile). Run at time 12 hour. Yields the product crude product, FC=1C=C(CN2CC(CC2)(O)C)C=C(C1)F (1-(3,5-difluorobenzyl)-3-methylpyrrolidin-3-ol). RXN SMILES: Cl.[CH3:2][C:3]1([OH:8])[CH2:7][CH2:6][NH:5][CH2:4]1.C(=O)([O-])[O-].[K+].[K+].[F:15][C:16]1[CH:17]=[C:18]([CH:21]=[C:22]([F:24])[CH:23]=1)[CH2:19]Br>C(#N)C>[F:15][C:16]1[CH:17]=[C:18]([CH:21]=[C:22]([F:24])[CH:23]=1)[CH2:19][N:5]1[CH2:6][CH2:7][C:3]([CH3:2])([OH:8])[CH2:4]1 |f:0.1,2.3.4|. Procedure: According to Example 15, 3-methylpyrrolidin-3-ol hydrochloride was synthesized. To a 100 mL reaction flask were added 3-methylpyrrolidin-3-ol hydrochloride (1 g, 7.2 mmol), anhydrous potassium carbonate (2.5 g, 18 mmol) and acetonitrile (15 mL). To the resulting mixture was slowly added a solution of 3,5-difluorobenzyl bromide (1.64 g, 7.9 mmol) in acetonitrile dropwisely at 85° C. The reaction was conducted for 12 hours. After the completion of reaction monitored by TLC, the resulting mixture w... Reactants: [H-].[Na+] (sodium hydride), OC=1C=NC=CC1 (3-hydroxypyridine), O (Water), ClCCCI (1-chloro-3-iodopropane). Solvent: CN(C=O)C (DMF), [Na+].[Cl-] (NaCl), CN(C=O)C (N,N-dimethylformamide). Product: ClCCCOC=1C=NC=CC1.CC(C)NCCCOC=1C=NC=CC1 ((Methylethyl)(3-(3-pyridyloxy)propyl)amine 3-Chloro-1-(3-pyridyloxy)propane). Yield: 122762.5%. RXN SMILES: [OH:1][C:2]1[CH:3]=[N:4][CH:5]=[CH:6][CH:7]=1.[H-].[Na+].[Cl:10][CH2:11][CH2:12][CH2:13]I.O>CN(C)C=O.[Na+].[Cl-]>[Cl:10][CH2:11][CH2:12][CH2:13][O:1][C:2]1[CH:3]=[N:4][CH:5]=[CH:6][CH:7]=1.[CH3:11][CH:12]([NH:4][CH2:3][CH2:2][CH2:7][O:1][C:2]1[CH:3]=[N:4][CH:5]=[CH:6][CH:7]=1)[CH3:13] |f:1.2,6.7,8.9|. Procedure details: Under a nitrogen atmosphere, a solution of 3-hydroxypyridine (35.00 g, 0.368 mmol) in N,N-dimethylformamide (DMF) (150 mL) was slowly added drop-wise over 15 min to a cold (0-5° C.), stirring slurry of sodium hydride (17.64 g of an 80% dispersion in mineral oil, 0.588 mol) in DMF (250 mL). The mixture was allowed to stir and warm to ambient temperature over 1 h. The gray slurry was cooled to 0-5° C., and 1-chloro-3-iodopropane (90.3 g, 0.442 mol) was added drop-wise over 30 min. The resulting da...